The task is: describe an organic reaction: reactants, conditions, products, and yield. This data is from the Open Reaction Database (ORD), a public repository of structured organic reaction records. Reactants: C(Cl)Cl (CH2Cl2), CCOC(=O)C.C(Cl)Cl (EtOAc CH2Cl2), COC(=O)C1=CC2=CC=C(C=C2C=C1)C(CC)(CC)C1=CC(=C(C=C1)OC(C(C(C)(C)C)=O)CC)C (6-{1-[4-(3,3-dimethyl-1-ethyl-2-oxobutoxy)-3-methylphenyl]-1-ethylpropyl}naphthalene-2-carboxylic acid methyl ester), [BH4-].[Na+] (NaBH4). The solvent is C1CCOC1 (THF). Yields the product COC(=O)C1=CC2=CC=C(C=C2C=C1)C(CC)(C1=CC(=C(C=C1)OC(C(C(C)(C)C)O)CC)C)CC (6-{1-Ethyl-1-[4-(1-ethyl-2-hydroxy-3,3-dimethyl-butoxy)-3-methyl-phenyl]-propyl}-naphthalene-2-carboxylic acid methyl ester). Isolated yield 8.0%. As a reaction SMILES: [CH3:1][O:2][C:3]([C:5]1[CH:14]=[CH:13][C:12]2[C:7](=[CH:8][CH:9]=[C:10]([C:15]([C:20]3[CH:25]=[CH:24][C:23]([O:26][CH:27]([CH2:34][CH3:35])[C:28](=[O:33])[C:29]([CH3:32])([CH3:31])[CH3:30])=[C:22]([CH3:36])[CH:21]=3)([CH2:18][CH3:19])[CH2:16][CH3:17])[CH:11]=2)[CH:6]=1)=[O:4].[BH4-].[Na+].C(Cl)Cl.CCOC(C)=O.C(Cl)Cl>C1COCC1>[CH3:1][O:2][C:3]([C:5]1[CH:14]=[CH:13][C:12]2[C:7](=[CH:8][CH:9]=[C:10]([C:15]([CH2:16][CH3:17])([C:20]3[CH:25]=[CH:24][C:23]([O:26][CH:27]([CH2:34][CH3:35])[CH:28]([OH:33])[C:29]([CH3:30])([CH3:31])[CH3:32])=[C:22]([CH3:36])[CH:21]=3)[CH2:18][CH3:19])[CH:11]=2)[CH:6]=1)=[O:4] |f:1.2,4.5|. Procedure details: Following the procedure described in Example 2; treat 6-{1-[4-(3,3-dimethyl-1-ethyl-2-oxobutoxy)-3-methylphenyl]-1-ethylpropyl}naphthalene-2-carboxylic acid methyl ester with NaBH4 in THF at 0 C. Chromatograph the residue (CH2Cl2 to 2% EtOAc/CH2Cl2) to give diastereomeric isomer pair 1 of the title compound as a glassy foam (1.004 g, 77%) and diastereomeric isomer pair 2 of the title compound as a glassy foam (102 mg, 8%). The reactants are Cl.C(N)(=O)C=1CCNCC1 (4-carbamoyl-1,2,3,6-tetrahydropyridine hydrochloride). Solvent: C(O)([O-])=O.[Na+] (sodium hydrogen carbonate). Product: C(N)(=O)C=1CCNCC1 (4-carbamoyl-1,2,3,6-tetrahydropyridine). As a reaction SMILES: Cl.[C:2]([C:5]1[CH2:6][CH2:7][NH:8][CH2:9][CH:10]=1)(=[O:4])[NH2:3]>C(=O)([O-])O.[Na+]>[C:2]([C:5]1[CH2:10][CH2:9][NH:8][CH2:7][CH:6]=1)(=[O:4])[NH2:3] |f:0.1,2.3|. Reported procedure: 4-carbamoyl-1,2,3,6-tetrahydropyridine hydrochloride was dissolved in a saturated aqueous solution of sodium hydrogen carbonate, followed by extraction with chloroform. The organic layer was dried over anhydrous sodium sulfate. After the desiccant was filtered off, the filtrate was concentrated under reduced pressure to yield crystals of free 4-carbamoyl-1,2,3,6-tetrahydropyridine.